This data is from the Open Reaction Database (ORD), a public repository of structured organic reaction records. The task is: describe an organic reaction: reactants, conditions, products, and yield Starting materials: O=C(O)C=CCCCc1cccc2cncn12, CO. Product: O=C(O)CCCCCc1cccc2cncn12. Reaction SMILES: [C:1](=[O:2])([OH:3])[CH:4]=[CH:5][CH2:6][CH2:7][CH2:8][c:9]1[cH:10][cH:11][cH:12][c:13]2[n:14]1[cH:15][n:16][cH:17]2.[CH3:18][OH:19]>>[C:1](=[O:2])([OH:3])[CH2:4][CH2:5][CH2:6][CH2:7][CH2:8][c:9]1[cH:10][cH:11][cH:12][c:13]2[n:14]1[cH:15][n:16][cH:17]2. Reactants: [BH4-], CCCCOc1cccc(C(=O)OC)n1, CCO, [Na+]. Product: CCCCOc1cccc(CO)n1. RXN SMILES: [BH4-:16].[CH2:1]([CH2:2][CH2:3][CH3:4])[O:5][c:6]1[cH:7][cH:8][cH:9][c:10]([C:12](=[O:13])[O:14][CH3:15])[n:11]1.[CH3:18][CH2:19][OH:20].[Na+:17]>>[CH2:1]([CH2:2][CH2:3][CH3:4])[O:5][c:6]1[cH:7][cH:8][cH:9][c:10]([CH2:12][OH:13])[n:11]1. The reactants are C(N)(OCCC1=CC=C(C=C1)OC1=CC(=C(C=C1)Cl)C(F)(F)F)=N (2-(4-{[4-chloro-3-(trifluoromethyl)phenyl]oxy}phenyl)ethyl imidocarbamate), C(=O)C(C(=O)OC)CC(=O)OC (dimethyl 2-formylbutanedioate), C(=O)([O-])[O-].[K+].[K+] (K2CO3). Run in CN1CCCC1=O (NMP). Run at temperature 130 celsius. Product: ClC1=C(C=C(C=C1)OC1=CC=C(C=C1)CCOC=1NC=C(C(N1)=O)CC(=O)OC)C(F)(F)F (methyl (2-{[2-(4-{[4-chloro-3-(trifluoromethyl)phenyl]oxy}phenyl)ethyl]oxy}-4-oxo-1,4-dihydro-5-pyrimidinyl)acetate). Reaction SMILES: [C:1](=[NH:24])([O:3][CH2:4][CH2:5][C:6]1[CH:11]=[CH:10][C:9]([O:12][C:13]2[CH:18]=[CH:17][C:16]([Cl:19])=[C:15]([C:20]([F:23])([F:22])[F:21])[CH:14]=2)=[CH:8][CH:7]=1)[NH2:2].[CH:25]([CH:27]([CH2:32][C:33]([O:35][CH3:36])=[O:34])[C:28](OC)=O)=[O:26].C([O-])([O-])=O.[K+].[K+]>CN1C(=O)CCC1>[Cl:19][C:16]1[CH:17]=[CH:18][C:13]([O:12][C:9]2[CH:8]=[CH:7][C:6]([CH2:5][CH2:4][O:3][C:1]3[NH:2][CH:28]=[C:27]([CH2:32][C:33]([O:35][CH3:36])=[O:34])[C:25](=[O:26])[N:24]=3)=[CH:11][CH:10]=2)=[CH:14][C:15]=1[C:20]([F:23])([F:22])[F:21] |f:2.3.4|. Procedure: To a solution of 2-(4-{[4-chloro-3-(trifluoromethyl)phenyl]oxy}phenyl)ethyl imidocarbamate (437 mg, 0.861 mmol) and dimethyl 2-formylbutanedioate (450 mg, 2.58 mmol) in NMP (5 mL) was added K2CO3 (357 mg, 2.58 mmol). The mixture was heated at 130° C. for 1.5 h. Purification via reverse phase flash chromatography then afforded the title compound, together with ethyl ester (102 mg, 0.211 mmol, 24.55% yield). The reactants are O[C@H](COC1=CC=CC=2NC3=CC=CC=C3C12)CN(CC(C)C)C1=CC=C(C=C1)O ((S)-4-[2-Hydroxy-3-([4-hydroxyphenyl]-2-methylpropylamino)propoxy]carbazole), BrCC#N (bromoacetonitrile), O (Water), [H-].[Na+] (sodium hydride), BrCC#N (bromoacetonitrile). The solvent is C1CCOC1 (THF). Product: O[C@H](COC1=CC=CC=2NC3=CC=CC=C3C12)CN(CC(C)C)C1=CC=C(C=C1)OCC#N ((S)-4-[2-Hydroxy-3-([4-cyanomethoxyphenyl]-2-methylpropylamino)propoxy]carbazole). Yield: 52.6%. As a reaction SMILES: [OH:1][C@@H:2]([CH2:18][N:19]([C:24]1[CH:29]=[CH:28][C:27]([OH:30])=[CH:26][CH:25]=1)[CH2:20][CH:21]([CH3:23])[CH3:22])[CH2:3][O:4][C:5]1[C:17]2[C:16]3[C:11](=[CH:12][CH:13]=[CH:14][CH:15]=3)[NH:10][C:9]=2[CH:8]=[CH:7][CH:6]=1.[H-].[Na+].Br[CH2:34][C:35]#[N:36].O>C1COCC1>[OH:1][C@@H:2]([CH2:18][N:19]([C:24]1[CH:29]=[CH:28][C:27]([O:30][CH2:34][C:35]#[N:36])=[CH:26][CH:25]=1)[CH2:20][CH:21]([CH3:23])[CH3:22])[CH2:3][O:4][C:5]1[C:17]2[C:16]3[C:11](=[CH:12][CH:13]=[CH:14][CH:15]=3)[NH:10][C:9]=2[CH:8]=[CH:7][CH:6]=1 |f:1.2|. Procedure: To the phenol prepared in example 91 (608 mg, 1.5 mmol) in THF (20 mL) at 0° C. was addded sodium hydride (66 mg of a 60% dispersion in oil, 1.66 mmol). After ten minutes bromoacetonitrile (199 mg, 1.66 mmol) was added. The suspension was stirred at room temperature whereupon another portion of bromoacetonitrile (360 mg, 3 mmol) was added and stirring continued until the reaction was complete by TLC. Water (50 mL) was added to the reaction and the two layers separated. The aqueous phase was extr... Starting materials: C(C)(=O)OC1=CC=C2C(C(COC2=C1)C1=CC=CC=C1)O (7-acetoxyisoflavan-4-ol), N1C=NC=C1 (Imidazole). Run in C(C)O (ethanol). Yields the product OC1=CC=C2C(C(COC2=C1)C1=CC=CC=C1)O (7-hydroxyisoflavan-4-ol). Reaction SMILES: C([O:4][C:5]1[CH:14]=[C:13]2[C:8]([CH:9]([OH:21])[CH:10]([C:15]3[CH:20]=[CH:19][CH:18]=[CH:17][CH:16]=3)[CH2:11][O:12]2)=[CH:7][CH:6]=1)(=O)C.N1C=CN=C1>C(O)C>[OH:4][C:5]1[CH:14]=[C:13]2[C:8]([CH:9]([OH:21])[CH:10]([C:15]3[CH:20]=[CH:19][CH:18]=[CH:17][CH:16]=3)[CH2:11][O:12]2)=[CH:7][CH:6]=1. Procedure: 7-hydroxyisoflavan-4-ol was prepared from 7-acetoxyisoflavan-4-ol (0.14 g, 0.5 mmol) and Imidazole (0.17 g) in ethanol (3.0 ml) as described for cis- and trans-tetrahydrodaidzein.